From a dataset of the Open Reaction Database (ORD), a public repository of structured organic reaction records. describe an organic reaction: reactants, conditions, products, and yield Starting materials: C(C)(=O)O.C(C)(=O)O.IC1=CC=CC=C1 (iodobenzene diacetate), S(O)(O)(=O)=O (sulfuric acid), anhydride, S(O)(O)(=O)=O (sulfuric acid), C(C(C)C)C1=CC=C(C=C1)C(CC)=O (p-isobutylpropiophenone), C(C)(=O)OC(C)=O (acetic anhydride), COC(OC)OC (Trimethylorthoformate). Run in O (water), O (water), O (water), O (water). Conditions: temperature 0 celsius. Yields the product COC(=O)C(C)C1=CC=C(CC(C)C)C=C1 (ibuprofen-methyl-ester). RXN SMILES: C(O)(=O)C.C(O)(=O)C.IC1C=CC=CC=1.[CH2:16]([C:20]1[CH:25]=[CH:24][C:23]([C:26](=O)[CH2:27]C)=[CH:22][CH:21]=1)[CH:17]([CH3:19])[CH3:18].[C:30]([O:33][C:34](=O)C)(=[O:32])C.S(=O)(=O)(O)O.COC(OC)OC>O>[CH3:34][O:33][C:30]([CH:26]([C:23]1[CH:22]=[CH:21][C:20]([CH2:16][CH:17]([CH3:18])[CH3:19])=[CH:25][CH:24]=1)[CH3:27])=[O:32] |f:0.1.2|. Procedure: Oven-dried iodobenzene diacetate (86.4 grams(g), 0.25 mol), which experience has shown is essentially free of water, was added with stirring to p-isobutylpropiophenone (47.5 g, 0.25 mol) at room temperature (about 22°-25° C.), which temperature was maintained throughout the procedure of this example unless indicated otherwise. To the resulting mixture was added water (approximately 15.8 g, 0.88 mol) with stirring to provide a mixture containing a known amount of water. To the resulting aqueous m... The reactants are CS(C)=O, BrCC1CC1, Cl, Cl, [K+], [OH-], O, OCc1ncccc1O. The product is OCc1ncccc1OCC1CC1. Reaction SMILES: [CH3:20][S:21]([CH3:22])=[O:23].[CH:13]1([CH2:16][Br:17])[CH2:14][CH2:15]1.[ClH:18].[ClH:3].[K+:2].[OH-:1].[OH2:19].[OH:4][c:5]1[c:6]([CH2:11][OH:12])[n:7][cH:8][cH:9][cH:10]1>>[O:4]([c:5]1[c:6]([CH2:11][OH:12])[n:7][cH:8][cH:9][cH:10]1)[CH2:16][CH:13]1[CH2:14][CH2:15]1. As a reaction SMILES: [C-:37]#[N:38].[C:24](=[O:25])([O-:26])[O-:27].[CH3:30][c:31]1[cH:32][cH:33][cH:34][cH:35][cH:36]1.[NH2:1][c:2]1[cH:3][c:4]2[c:8]([cH:9][cH:10]1)[C:7]([c:11]1[cH:12][cH:13][c:14]([F:17])[cH:15][cH:16]1)([CH2:18][CH2:19][CH2:20][N:21]([CH3:22])[CH3:23])[O:6][CH2:5]2.[Na+:28].[Na+:29].[Na+:39].[OH2:40]>>[c:2]1([C:37]#[N:38])[cH:3][c:4]2[c:8]([cH:9][cH:10]1)[C:7]([c:11]1[cH:12][cH:13][c:14]([F:17])[cH:15][cH:16]1)([CH2:18][CH2:19][CH2:20][N:21]([CH3:22])[CH3:23])[O:6][CH2:5]2. Starting materials: [C-]#N, O=C([O-])[O-], Cc1ccccc1, CN(C)CCCC1(c2ccc(F)cc2)OCc2cc(N)ccc21, [Na+], [Na+], [Na+], O. Yields the product CN(C)CCCC1(c2ccc(F)cc2)OCc2cc(C#N)ccc21. Starting materials: Cl (hydrogen chloride), C(O)([O-])=O.[Na+] (sodium hydrogen carbonate), P(O)(O)(O)=O (orthophosphoric acid), NC1C(N(C2=C(C(=N1)N1CCN(CC1)C)C=CC=C2)CCC)=O (3-amino-1,2-dihydro-5-(4-methylpiperazin-1-yl)-1-propyl-3H-1,4-benzodiazepin-2-one), C(=O)(OC(C)(C)C)N[C@H](CC1=CC=CC=C1)C(=O)O (BOC-D-phenylalanine), ON1N=NC2=C1C=CC=C2 (1-hydroxybenzotriazole), Cl.CN(CCCN=C=NCC)C (1-(3-dimethylaminopropyl)-3-ethyl-carbodiimide hydrochloride), C(O)([O-])=O.[Na+] (sodium hydrogen carbonate). Run in ClCCl.CO.N (dichloromethane methanol ammonia), C(C)(=O)OCC (ethyl acetate), C(C)N(CC)CC (triethylamine), C(C)#N (acetonitrile), O (water), CN(C=O)C (dimethylformamide), C(C)N(CC)CC (triethylamine). Reaction conditions: time 15 minute. Yields the product NC(C(=O)NC1C(N(C2=C(C(=N1)N1CCN(CC1)C)C=CC=C2)CCC)=O)CC2=CC=CC=C2 (α-Amino-N-(2,3-dihydro-5-(4-methylpiperazin-1-yl)-2-oxo-1-propyl-1H-1,4-benzodiazepin-3-yl)benzene propanamide). As a reaction SMILES: [NH2:1][CH:2]1[N:8]=[C:7]([N:9]2[CH2:14][CH2:13][N:12]([CH3:15])[CH2:11][CH2:10]2)[C:6]2[CH:16]=[CH:17][CH:18]=[CH:19][C:5]=2[N:4]([CH2:20][CH2:21][CH3:22])[C:3]1=[O:23].C([NH:31][C@@H:32]([C:40](O)=[O:41])[CH2:33][C:34]1[CH:39]=[CH:38][CH:37]=[CH:36][CH:35]=1)(OC(C)(C)C)=O.ON1C2C=CC=CC=2N=N1.Cl.CN(C)CCCN=C=NCC.C(=O)([O-])O.[Na+].Cl.P(=O)(O)(O)O>CN(C)C=O.ClCCl.CO.N.O.C(N(CC)CC)C.C(#N)C.C(OCC)(=O)C>[NH2:31][CH:32]([CH2:33][C:34]1[CH:39]=[CH:38][CH:37]=[CH:36][CH:35]=1)[C:40]([NH:1][CH:2]1[N:8]=[C:7]([N:9]2[CH2:10][CH2:11][N:12]([CH3:15])[CH2:13][CH2:14]2)[C:6]2[CH:16]=[CH:17][CH:18]=[CH:19][C:5]=2[N:4]([CH2:20][CH2:21][CH3:22])[C:3]1=[O:23])=[O:41] |f:3.4,5.6,10.11.12|. Procedure: To a stirred solution of 3-amino-1,2-dihydro-5-(4-methylpiperazin-1-yl)-1-propyl-3H-1,4-benzodiazepin-2-one (2.96 g) in anhydrous dimethylformamide (30 ml) was added BOC-D-phenylalanine (2.61 g), 1-hydroxybenzotriazole (1.33 g), 1-(3-dimethylaminopropyl)-3-ethyl-carbodiimide hydrochloride (1.89 g) and triethylamine (1.37 ml). After stirring at room temperature for 15 minutes the solution was treated with saturated sodium hydrogen carbonate solution then extracted with ethyl acetate (4×100 ml). T... The reactants are O1CCC2=C1C(=CC=C2)C(=O)OC (Methyl 2,3-dihydro-benzofuran-7-carboxylate), [H-].[H-].[H-].[H-].[Li+].[Al+3] (LAH). Run in C1CCOC1 (THF). Yields the product O1CCC2=C1C(=CC=C2)CO (2,3-Dihydro-benzofuran-7-methanol). Isolated yield 79.6%. Reaction SMILES: [O:1]1[C:5]2[C:6]([C:10](OC)=[O:11])=[CH:7][CH:8]=[CH:9][C:4]=2[CH2:3][CH2:2]1.[H-].[H-].[H-].[H-].[Li+].[Al+3]>C1COCC1>[O:1]1[C:5]2[C:6]([CH2:10][OH:11])=[CH:7][CH:8]=[CH:9][C:4]=2[CH2:3][CH2:2]1 |f:1.2.3.4.5.6|. Reported procedure: Methyl 2,3-dihydro-benzofuran-7-carboxylate (12 g, 68 mmol) was reduced with LAH (5.14 g, 136 mmol) in THF similar to the above procedures to give the product as a dark oil (8.13 g, 80%). Starting materials: [N+](=O)([O-])C1=C(C(=CC=C1)C(=O)OCC=C)C(=O)OCC=C (diallyl 3-nitrobenzene-1,2-dicarboxylate), C(C=C)OC=1C=C(C(=O)OCC=C)C=CC1[N+](=O)[O-] (allyl 3-allyloxy-4-nitrobenzoate), N (ammonia). Yields the product NC1=C(C(=CC=C1)C(=O)OCC=C)C(=O)OCC=C (diallyl 3-aminobenzene-1,2-dicarboxylate). Reaction SMILES: [N+:1]([C:4]1[CH:9]=[CH:8][CH:7]=[C:6]([C:10]([O:12][CH2:13][CH:14]=[CH2:15])=[O:11])[C:5]=1[C:16]([O:18][CH2:19][CH:20]=[CH2:21])=[O:17])([O-])=O.C(OC1C=C(C=CC=1[N+]([O-])=O)C(OCC=C)=O)C=C.N>>[NH2:1][C:4]1[CH:9]=[CH:8][CH:7]=[C:6]([C:10]([O:12][CH2:13][CH:14]=[CH2:15])=[O:11])[C:5]=1[C:16]([O:18][CH2:19][CH:20]=[CH2:21])=[O:17]. Procedure details: The above nitro compound was reduced by the method described in example 1, for the reduction of allyl 3-allyloxy-4-nitrobenzoate, except using an aqueous solution of ammonia in place of sodium bicarbonate in the work-up, to give diallyl 3-aminobenzene-1,2-dicarboxylate. The reactants are C(C1=CC=CC=C1)OC1=CC=C(C=C1)O (4-(benzyloxy)phenol), C(C)OC(CBr)OCC (bromoacetaldehyde diethyl acetal), C([O-])([O-])=O.[K+].[K+] (potassium carbonate). The solvent is O (water), C(C)(=O)OCC (ethyl acetate), CN(C=O)C (dimethylformamide). Run at temperature 170 celsius, time 2.5 hour. Yields the product C(C)OC(COC1=CC=C(C=C1)OCC1=CC=CC=C1)OCC (2-[4-(benzyloxy)phenoxy]acetaldehyde diethyl acetal). The yield is 75.2%. Reaction SMILES: [CH2:1]([O:8][C:9]1[CH:14]=[CH:13][C:12]([OH:15])=[CH:11][CH:10]=1)[C:2]1[CH:7]=[CH:6][CH:5]=[CH:4][CH:3]=1.[CH2:16]([O:18][CH:19]([O:22][CH2:23][CH3:24])[CH2:20]Br)[CH3:17].C(=O)([O-])[O-].[K+].[K+]>CN(C)C=O.O.C(OCC)(=O)C>[CH2:16]([O:18][CH:19]([O:22][CH2:23][CH3:24])[CH2:20][O:15][C:12]1[CH:11]=[CH:10][C:9]([O:8][CH2:1][C:2]2[CH:3]=[CH:4][CH:5]=[CH:6][CH:7]=2)=[CH:14][CH:13]=1)[CH3:17] |f:2.3.4|. Procedure details: To a solution of 4-(benzyloxy)phenol (10.01 g, 50 mmol) and bromoacetaldehyde diethyl acetal (7.52 ml, 50 mmol) in dimethylformamide (100 ml) was added potassium carbonate (10.37 g, 75 mmol) and the mixture-was heated at 170° C. After 2.5 hr, the reaction mixture was cooled to room temperature. The mixture was diluted with water and ethyl acetate, and aqueous layer was removed. The organic layer was washed with saturated aqueous sodium hydrogencarbonate solution and saturated brine, dried over s...